This data is from the Open Reaction Database (ORD), a public repository of structured organic reaction records. The task is: describe an organic reaction: reactants, conditions, products, and yield Reactants: NC(C)(C)CO (H2NC(CH3)2CH2OH), C(C=C)(=O)Cl (acryloyl chloride). The solvent is C(Cl)(Cl)Cl (CHCl3). Conditions: temperature 2.5 celsius, time 2 hour. The product is C=CC(=O)NC(C)(C)CO (CH2═CHC(O)NHC(CH3)2CH2OH). Isolated yield 100.3%. RXN SMILES: [NH2:1][C:2]([CH2:5][OH:6])([CH3:4])[CH3:3].[C:7](Cl)(=[O:10])[CH:8]=[CH2:9]>C(Cl)(Cl)Cl>[CH2:9]=[CH:8][C:7]([NH:1][C:2]([CH2:5][OH:6])([CH3:4])[CH3:3])=[O:10]. Reported procedure: To a stirred solution of H2NC(CH3)2CH2OH (16.8 g, 188 mmol) in CHCl3 (150 mL),under nitrogen at 0° C., acryloyl chloride (8.5 g, 94 mmol) (filtered over basic alumna) was added drop-wise via an addition funnel in such a way that the temperature did not exceed 5° C. (˜1.5 h). After complete addition, the reaction mixture was stirred for ˜2 h at 0-5° C., brought to room temperature, filtered and the filtrate concentrated by rotary evaporation. The residue was treated with 75 ml CHCl3 and ˜20 g bas... Reactants: C(OCC)(OCC)OCC (triethyl orthoformate), C(OCC)(OCC)OCC (Triethyl orthoformate), NC=1C(=CC2=C(C(CC3(CCN(CC3)CCC3=CC=C(C=C3)C#N)O2)=O)C1)N (6,7-diamino-3,4-dihydro-1'-[2-(4-cyanophenyl)ethyl]spiro[(2H)-1-benzopyran-2,4'-piperidine]-4-one), C1(=CC=C(C=C1)S(=O)(=O)O)C (p-toluensulfonic acid), Cl (HCl), Cl (HCl), C(O)([O-])=O.[Na+] (sodium hydrogen carbonate). Solvent: C(C)O (ethanol), C(C)(=O)OCC (ethyl acetate). Run at time 15 minute. Yields the product Cl.Cl.C(#N)C1=CC=C(C=C1)CCN1CCC2(CC(C=3C(=CC4=C(NC=N4)C3)O2)=O)CC1 (1-[2-(4-Cyanophenyl)ethyl]-7',8'-dihydro-8'-oxo-spiro[piperidine-4,6'(1'H)-pyrano[2,3-f]benzimidazole]dihydrochloride). The yield is 55.0%. Reaction SMILES: [CH:1](OCC)(OCC)OCC.[NH2:11][C:12]1[C:13]([NH2:38])=[CH:14][C:15]2[O:35][C:19]3([CH2:24][CH2:23][N:22]([CH2:25][CH2:26][C:27]4[CH:32]=[CH:31][C:30]([C:33]#[N:34])=[CH:29][CH:28]=4)[CH2:21][CH2:20]3)[CH2:18][C:17](=[O:36])[C:16]=2[CH:37]=1.C1(C)C=CC(S(O)(=O)=O)=CC=1.[ClH:50].C(=O)([O-])O.[Na+]>C(OCC)(=O)C.C(O)C>[ClH:50].[ClH:50].[C:33]([C:30]1[CH:31]=[CH:32][C:27]([CH2:26][CH2:25][N:22]2[CH2:23][CH2:24][C:19]3([O:35][C:15]4=[CH:14][C:13]5[N:38]=[CH:1][NH:11][C:12]=5[CH:37]=[C:16]4[C:17](=[O:36])[CH2:18]3)[CH2:20][CH2:21]2)=[CH:28][CH:29]=1)#[N:34] |f:4.5,8.9.10|. Reported procedure: Triethyl orthoformate (75 ml, 67 mg, 0.45 mmol) was added to a stirred suspension of 6,7-diamino-3,4-dihydro-1'-[2-(4-cyanophenyl)ethyl]spiro[(2H)-1-benzopyran-2,4'-piperidine]-4-one (56 mg, 0.15 mmol) and p-toluensulfonic acid (monohydrate, 10 mg) in ethyl acetate (5 ml). The mixture was heated under reflux for 1 hour, further triethyl orthoformate (75 ml) was added and the mixture was heated under reflux for 1.5 hour. The mixture was cooled and aqueous HCl (1N, 5 ml) was added. The mixture was...